Dataset: the Open Reaction Database (ORD), a public repository of structured organic reaction records. Task: describe an organic reaction: reactants, conditions, products, and yield Reactants: ClC=1C=CC(=C(C1)[C@@]1(C(NC2=CC(=CC=C12)C(F)(F)F)=O)F)OC ((S)-3-(5-chloro-2-methoxy-phenyl)-3-fluoro-6-trifluoromethyl-1,3-dihydro-indol-2-one), C(=O)(Cl)Cl (phosgene), OCCCOP(OC(C)(C)C)(OC(C)(C)C)=O (phosphoric acid di-tert-butyl ester 3-hydroxy-propyl ester), ClC=1C=CC(=C(C1)[C@@]1(C(N(C2=CC(=CC=C12)C(F)(F)F)C(=O)Cl)=O)F)OC.ClC(=O)O (chloroformate (S)-3-(5-chloro-2-methoxy-phenyl)-3-fluoro-2-oxo-6-trifluoromethyl-2,3-dihydro-indole-1-carbonyl chloride). Run in N1=CC=CC=C1 (pyridine), ClCCl (dichloromethane), ClCCl (dichloromethane), N1=CC=CC=C1 (pyridine). Product: C(C)(C)(C)OP(=O)(OC(COC(=O)N1C([C@@](C2=CC=C(C=C12)C(F)(F)F)(F)C1=C(C=CC(=C1)Cl)OC)=O)C)OC(C)(C)C ((S)-3-(5-Chloro-2-methoxy-phenyl)-3-fluoro-2-oxo-6-trifluoromethyl-2,3-dihydro-indole-1-carboxylic acid 2-(di-tert-butoxy-phosphoryloxy)-propyl ester). The yield is 63.0%. RXN SMILES: [Cl:1][C:2]1[CH:3]=[CH:4][C:5]([O:23][CH3:24])=[C:6]([C@@:8]2([F:22])[C:16]3[C:11](=[CH:12][C:13]([C:17]([F:20])([F:19])[F:18])=[CH:14][CH:15]=3)[NH:10][C:9]2=[O:21])[CH:7]=1.C(Cl)(Cl)=[O:26].ClC1C=C[C:33]([O:54][CH3:55])=[C:34]([C@@:36]2(F)C3C(=CC(C(F)(F)F)=CC=3)N(C(Cl)=O)C2=O)C=1.ClC(O)=O.OCCC[O:64][P:65](=[O:76])([O:71][C:72]([CH3:75])([CH3:74])[CH3:73])[O:66][C:67]([CH3:70])([CH3:69])[CH3:68]>ClCCl.N1C=CC=CC=1>[C:72]([O:71][P:65]([O:66][C:67]([CH3:70])([CH3:69])[CH3:68])([O:76][CH:34]([CH3:36])[CH2:33][O:54][C:55]([N:10]1[C:11]2[C:16](=[CH:15][CH:14]=[C:13]([C:17]([F:20])([F:19])[F:18])[CH:12]=2)[C@@:8]([C:6]2[CH:7]=[C:2]([Cl:1])[CH:3]=[CH:4][C:5]=2[O:23][CH3:24])([F:22])[C:9]1=[O:21])=[O:26])=[O:64])([CH3:75])([CH3:74])[CH3:73] |f:2.3|. Reported procedure: To a solution of (S)-3-(5-chloro-2-methoxy-phenyl)-3-fluoro-6-trifluoromethyl-1,3-dihydro-indol-2-one ((S)-II) (720 mg, 2 mmol) in dichloromethane was dropped in phosgene (2.2 mL, 20% solution in toluene, 4 mmol) and pyridine (0.6 mL). The resulting chloroformate (S)-3-(5-chloro-2-methoxy-phenyl)-3-fluoro-2-oxo-6-trifluoromethyl-2,3-dihydro-indole-1-carbonyl chloride ((S)-VI) was stirred at room temperature under N2 atmosphere over night. To this reaction mixture was dropped in another 0.6 mL of... RXN SMILES: [CH3:19][N:20]([CH3:21])[CH2:22][CH2:23][Cl:24].[CH3:1][N:2]([CH:3]1[CH2:4][CH2:5][c:6]2[nH:7][c:8]3[cH:9][cH:10][cH:11][cH:12][c:13]3[c:14]2[CH2:15]1)[CH3:16].[CH3:25][N:26]([CH3:27])[CH:28]=[O:29].[H-:17].[Na+:18]>>[CH3:1][N:2]([CH:3]1[CH2:4][CH2:5][c:6]2[n:7]([CH2:23][CH2:22][N:20]([CH3:19])[CH3:21])[c:8]3[cH:9][cH:10][cH:11][cH:12][c:13]3[c:14]2[CH2:15]1)[CH3:16]. The product is CN(C)CCn1c2c(c3ccccc31)CC(N(C)C)CC2. Reactants: CN(C)CCCl, CN(C)C1CCc2[nH]c3ccccc3c2C1, CN(C)C=O, [H-], [Na+]. Starting materials: C(C)(C)(C)OC(=O)N1C(C=2N(CC1)C(=NC2)CC)CCC2=CC=C(C=C2)C#N (8-[2-(4-cyano-phenyl)-ethyl]-3-ethyl-5,6-dihydro-8H-imidazo[1,5-a]pyrazine-7-carboxylic acid tert-butyl ester), ClN1C(CCC1=O)=O (N-chlorosuccinimide). Run in CC#N (MeCN), CC#N (MeCN), CC(OCC)=O (EA). Reaction conditions: temperature 70 celsius. Product: C(C)(C)(C)OC(=O)N1C(C=2N(CC1)C(=NC2Cl)CC)CCC2=CC=C(C=C2)C#N (1-chloro-8-[2-(4-cyano-phenyl)-ethyl]-3-ethyl-5,6-dihydro-8H-imidazo[1,5-a]pyrazine-7-carboxylic acid tert-butyl ester). RXN SMILES: [C:1]([O:5][C:6]([N:8]1[CH2:13][CH2:12][N:11]2[C:14]([CH2:17][CH3:18])=[N:15][CH:16]=[C:10]2[CH:9]1[CH2:19][CH2:20][C:21]1[CH:26]=[CH:25][C:24]([C:27]#[N:28])=[CH:23][CH:22]=1)=[O:7])([CH3:4])([CH3:3])[CH3:2].[Cl:29]N1C(=O)CCC1=O>CC#N.CC(=O)OCC>[C:1]([O:5][C:6]([N:8]1[CH2:13][CH2:12][N:11]2[C:14]([CH2:17][CH3:18])=[N:15][C:16]([Cl:29])=[C:10]2[CH:9]1[CH2:19][CH2:20][C:21]1[CH:22]=[CH:23][C:24]([C:27]#[N:28])=[CH:25][CH:26]=1)=[O:7])([CH3:2])([CH3:3])[CH3:4]. Procedure: To a solution of 8-[2-(4-cyano-phenyl)-ethyl]-3-ethyl-5,6-dihydro-8H-imidazo[1,5-a]pyrazine-7-carboxylic acid tert-butyl ester (0.700 g; 1.840 mmol) in anhydrous MeCN (20 ml) was added dropwise, at rt, a solution of N-chlorosuccinimide (0.250 g; 1.840 mmol; 1 eq.) in anhydrous MeCN (5 ml). The resulting solution was then heated to 70° C., under nitrogen, for 4 h. Concentration to dryness afforded an oily residue which was dissolved in EA (80 ml), and this organic layer was washed with aq. sat. N... Reactants: C[SiH](C)OC1=C(SCCCC=O)C(=O)CC1C(C)(C)C, CCOP(=O)(CC(=O)OC)OCC, [H-], [Na+], c1ccccc1. Yields the product COC(=O)C=CCCCSC1=C(O[SiH](C)C)C(C(C)(C)C)CC1=O. As a reaction SMILES: [C:16]([CH3:17])([CH3:18])([CH3:19])[CH:20]1[C:21]([O:32][SiH:33]([CH3:34])[CH3:35])=[C:22]([S:26][CH2:27][CH2:28][CH2:29][CH:30]=[O:31])[C:23](=[O:25])[CH2:24]1.[CH2:3]([O:4][P:5]([O:6][CH2:7][CH3:8])(=[O:9])[CH2:11][C:12](=[O:13])[O:14][CH3:15])[CH3:10].[H-:1].[Na+:2].[cH:36]1[cH:37][cH:38][cH:39][cH:40][cH:41]1>>[CH:11]([C:12](=[O:13])[O:14][CH3:15])=[CH:30][CH2:29][CH2:28][CH2:27][S:26][C:22]1=[C:21]([O:32][SiH:33]([CH3:34])[CH3:35])[CH:20]([C:16]([CH3:17])([CH3:18])[CH3:19])[CH2:24][C:23]1=[O:25]. Reactants: [Br-], CON(C)C(=O)COc1ccc2c(-c3ccc(Br)cc3)nsc2c1, C1CCOC1, C[Mg+], [Cl-], [NH4+]. The product is CC(=O)COc1ccc2c(-c3ccc(Br)cc3)nsc2c1. RXN SMILES: [Br-:25].[Br:1][c:2]1[cH:3][cH:4][c:5](-[c:8]2[n:9][s:10][c:11]3[c:12]2[cH:13][cH:14][c:15]([O:17][CH2:18][C:19](=[O:20])[N:21]([O:22][CH3:23])[CH3:24])[cH:16]3)[cH:6][cH:7]1.[CH2:30]1[O:31][CH2:32][CH2:33][CH2:34]1.[CH3:26][Mg+:27].[Cl-:28].[NH4+:29]>>[Br:1][c:2]1[cH:3][cH:4][c:5](-[c:8]2[n:9][s:10][c:11]3[c:12]2[cH:13][cH:14][c:15]([O:17][CH2:18][C:19](=[O:20])[CH3:26])[cH:16]3)[cH:6][cH:7]1.